This data is from the Open Reaction Database (ORD), a public repository of structured organic reaction records. The task is: describe an organic reaction: reactants, conditions, products, and yield Starting materials: C(=O)(O)CCCCCN=C1C(C(N(C(N1C)=O)C)=O)=NO (6-[N-(5-Carboxypentyl)imino]-1,3-dimethyl-5-oximino uracil), C(=O)OC (Methyl formate). The reagents and catalysts are [Pt]=O (platinum oxide). Solvent: CO (methanol). Conditions: time 15 minute. Product: C(=O)(O)CCCCCNC1=C(C(N(C(N1C)=O)C)=O)NC=O (6-[N-(5-Carboxypentyl)amino]-1,3-dimethyl-5-formamidouracil). Isolated yield 63.0%. RXN SMILES: [C:1]([CH2:4][CH2:5][CH2:6][CH2:7][CH2:8][N:9]=[C:10]1[N:15]([CH3:16])[C:14](=[O:17])[N:13]([CH3:18])[C:12](=[O:19])[C:11]1=[N:20]O)([OH:3])=[O:2].[CH:22](OC)=[O:23]>[Pt]=O.CO>[C:1]([CH2:4][CH2:5][CH2:6][CH2:7][CH2:8][NH:9][C:10]1[N:15]([CH3:16])[C:14](=[O:17])[N:13]([CH3:18])[C:12](=[O:19])[C:11]=1[NH:20][CH:22]=[O:23])([OH:3])=[O:2]. Procedure details: A mixture of 15.8 g (0.05 mol) of the oxime (III), 200 ml of methanol, and 100 mg of platinum oxide was shaken under 4 atmospheres H2 for 15 minutes at room temperature. The catalyst was removed by filtration and the filtrate concentrated under reduced pressure (35° C.) to give a red oil. Methyl formate (200 ml) was added and the resulting mixture refluxed under argon for 20 hours. It was then cooled in an ice bath and the white solid collected by filtration. Recrystallization from methanol gave...